This data is from the Open Reaction Database (ORD), a public repository of structured organic reaction records. The task is: describe an organic reaction: reactants, conditions, products, and yield Reactants: S(=O)(Cl)Cl (thionyl chloride), ClC=1C=C(C=CC1)OC(NCOC)=O (N-methoxymethylcarbamic acid 3-chlorophenyl ester). Run in C(Cl)(Cl)(Cl)Cl (carbon tetrachloride), C(Cl)(Cl)(Cl)Cl (carbon tetrachloride). Conditions: temperature 0 celsius. Product: ClC=1C=C(C=CC1)OC(NCCl)=O (N-chloromethylcarbamic acid 3-chlorophenyl ester). Isolated yield 70.1%. Reaction SMILES: S(Cl)([Cl:3])=O.[Cl:5][C:6]1[CH:7]=[C:8]([O:12][C:13](=[O:18])[NH:14][CH2:15]OC)[CH:9]=[CH:10][CH:11]=1>C(Cl)(Cl)(Cl)Cl>[Cl:5][C:6]1[CH:7]=[C:8]([O:12][C:13](=[O:18])[NH:14][CH2:15][Cl:3])[CH:9]=[CH:10][CH:11]=1. Procedure details: 62 ml (0.85 mole) of thionyl chloride were added to 167 g (0.775 mole) of N-methoxymethylcarbamic acid 3-chlorophenyl ester in 200 ml of carbon tetrachloride. After the evolution of gas had ceased, the mixture was cooled to 0° C, while keeping the reaction mixture stirrable by adding carbon tetrachloride. The precipitate which had separated out was filtered off, rinsed with cold carbon tetrachloride and dried in vacuo at 40° C. 119.5 g (70% of theory) of N-chloromethylcarbamic acid 3-chloropheny... The reactants are ClC=1C=C(CS(=O)(=O)Cl)C=CC1 (3-chlorobenzylsulfonyl chloride), NC=1C(N(C(=CC1)C)CC(=O)OC(C)(C)C)=O (3-amino-6-methyl-1-(tert-butoxycarbonylmethyl)-2-pyridinone), solid. Product: ClC=1C=C(CS(=O)(=O)NC=2C(N(C(=CC2)C)CC(=O)OC(C)(C)C)=O)C=CC1 (3-(3-Chlorobenzylsulfonyl)amino-6-methyl-1-(tert-butoxycarbonylmethyl)-2-pyridinone). As a reaction SMILES: [Cl:1][C:2]1[CH:3]=[C:4]([CH:10]=[CH:11][CH:12]=1)[CH2:5][S:6](Cl)(=[O:8])=[O:7].[NH2:13][C:14]1[C:15](=[O:29])[N:16]([CH2:21][C:22]([O:24][C:25]([CH3:28])([CH3:27])[CH3:26])=[O:23])[C:17]([CH3:20])=[CH:18][CH:19]=1>>[Cl:1][C:2]1[CH:3]=[C:4]([CH:10]=[CH:11][CH:12]=1)[CH2:5][S:6]([NH:13][C:14]1[C:15](=[O:29])[N:16]([CH2:21][C:22]([O:24][C:25]([CH3:28])([CH3:27])[CH3:26])=[O:23])[C:17]([CH3:20])=[CH:18][CH:19]=1)(=[O:8])=[O:7]. Procedure: The title compound was prepared from 3-chlorobenzylsulfonyl chloride (113 mg, 0.5 mmol), as prepared in the preceding step, and 3-amino-6-methyl-1-(tert-butoxycarbonylmethyl)-2-pyridinone (120 mg, 0.5 mmol), as prepared in step 3 of Example 1, using the procedure in step 4 of Example 1, as a white solid (180 mg, 84%). 1H-NMR (300 MHz, CDCl3) δ7.37 (d, J=7.6 Hz, 1H), 7.30 (m, 4H), 7.20 (s, 1H), 6.02 (d, J=7.7 Hz, 1H), 4.78 (s, 2H), 4.27 (s, 2H), 2.27 (s, 3H), 1.50 (s, 9H). Reactants: CC(C)=CC=O, Cl, COP([O-])OC. Yields the product COP(=O)(OC)C(O)C=C(C)C. RXN SMILES: [CH3:7][C:8](=[CH:9][CH:10]=[O:11])[CH3:12].[ClH:13].[P:1]([O:2][CH3:3])([O:4][CH3:5])[O-:6]>>[P:1]([O:2][CH3:3])([O:4][CH3:5])(=[O:6])[CH:10]([CH:9]=[C:8]([CH3:7])[CH3:12])[OH:11]. The reactants are CC#N, NC(=O)CI, N#CC1(c2ccc([N+](=O)[O-])cc2)CCNCC1. The product is N#CC1(c2ccc([N+](=O)[O-])cc2)CCN(CC(N)=O)CC1. Reaction SMILES: [CH3:23][C:24]#[N:25].[I:18][CH2:19][C:20](=[O:21])[NH2:22].[N+:1](=[O:2])([O-:3])[c:4]1[cH:5][cH:6][c:7]([C:10]2([C:16]#[N:17])[CH2:11][CH2:12][NH:13][CH2:14][CH2:15]2)[cH:8][cH:9]1>>[N+:1](=[O:2])([O-:3])[c:4]1[cH:5][cH:6][c:7]([C:10]2([C:16]#[N:17])[CH2:11][CH2:12][N:13]([CH2:19][C:20](=[O:21])[NH2:22])[CH2:14][CH2:15]2)[cH:8][cH:9]1. Reactants: C\C(=C/CS)\CCC=C(C)C ((E)-3,7-dimethylocta-2,6-dienylmercaptan), [OH-].[K+] (potassium hydroxide), ClC(CN1C=NC=C1)C1=C(C=C(C=C1)Cl)Cl (1-chloro-1-(2,4-dichlorophenyl)-2-(1H-imidazole-1-yl)ethane). Run in CO (methanol), C(C)O (ethanol). The product is ClC1=C(C=CC(=C1)Cl)C(CN1C=NC=C1)SC\C=C(\CCC=C(C)C)/C (1-[2-(2,4-dichlorophenyl)-2-((E)-3,7-dimethylocta-2,6-dienylthio)ethyl]-1H-imidazole). The yield is 54.6%. RXN SMILES: [CH3:1]/[C:2](/[CH2:6][CH2:7][CH:8]=[C:9]([CH3:11])[CH3:10])=[CH:3]\[CH2:4][SH:5].[OH-].[K+].Cl[CH:15]([C:22]1[CH:27]=[CH:26][C:25]([Cl:28])=[CH:24][C:23]=1[Cl:29])[CH2:16][N:17]1[CH:21]=[CH:20][N:19]=[CH:18]1>CO.C(O)C>[Cl:29][C:23]1[CH:24]=[C:25]([Cl:28])[CH:26]=[CH:27][C:22]=1[CH:15]([S:5][CH2:4]/[CH:3]=[C:2](\[CH3:1])/[CH2:6][CH2:7][CH:8]=[C:9]([CH3:11])[CH3:10])[CH2:16][N:17]1[CH:21]=[CH:20][N:19]=[CH:18]1 |f:1.2|. Reported procedure: To a stirred solution of (E)-3,7-dimethylocta-2,6-dienylmercaptan (1.00 g=5.9 mmol) in methanol (40 ml) was added potassium hydroxide (0.33 g=5.8 mmol) and 1-chloro-1-(2,4-dichlorophenyl)-2-(1H-imidazole-1-yl)ethane (1.62 g=5.9 mmol) in ethanol at room temperature, and then the reaction mixture was refluxed for 90 minutes. After cooling, the methanol was evaporated, and then the residue was diluted with chloroform. The chloroform layer was washed with water, followed by drying over anhydrous sod... Starting materials: CC1=C(C=CC=2C(OCC21)=O)[C@H]2OC2 (4-methyl-5-[(2R)-oxiran-2-yl]-2-benzofuran-1(3H)-one), OC(CN1[C@@H](CN(CC1)C(=O)OC(C)(C)C)CO)C=1C(=C2COC(C2=CC1)=O)C ((S)-tert-butyl 4-(2-hydroxy-2-(4-methyl-1-oxo-1,3-dihydroisobenzofuran-5-yl)ethyl)-3-(hydroxymethyl)piperazine-1-carboxylate). Yields the product O[C@@H](CN1[C@@H](CN(CC1)C(=O)OC(C)(C)C)CO)C=1C(=C2COC(C2=CC1)=O)C ((S)-tert-Butyl 4-((R)-2-hydroxy-2-(4-methyl-1-oxo-1,3-dihydroisobenzofuran-5-yl)ethyl)-3-(hydroxymethyl)piperazine-1-carboxylate). RXN SMILES: CC1C2COC(=O)C=2C=CC=1[C@@H]1CO1.[OH:15][CH:16]([C:33]1[C:34]([CH3:43])=[C:35]2[C:39](=[CH:40][CH:41]=1)[C:38](=[O:42])[O:37][CH2:36]2)[CH2:17][N:18]1[CH2:23][CH2:22][N:21]([C:24]([O:26][C:27]([CH3:30])([CH3:29])[CH3:28])=[O:25])[CH2:20][C@H:19]1[CH2:31][OH:32]>>[OH:15][C@H:16]([C:33]1[C:34]([CH3:43])=[C:35]2[C:39](=[CH:40][CH:41]=1)[C:38](=[O:42])[O:37][CH2:36]2)[CH2:17][N:18]1[CH2:23][CH2:22][N:21]([C:24]([O:26][C:27]([CH3:28])([CH3:29])[CH3:30])=[O:25])[CH2:20][C@H:19]1[CH2:31][OH:32]. Procedure details: (S)-tert-Butyl 4-((R)-2-hydroxy-2-(4-methyl-1-oxo-1,3-dihydroisobenzofuran-5-yl)ethyl)-3-(hydroxymethyl)piperazine-1-carboxylate was prepared starting from 4-methyl-5-[(2R)-oxiran-2-yl]-2-benzofuran-1(3H)-one in an analogous fashion to that described above for the synthesis of (S)-tert-butyl 4-(2-hydroxy-2-(4-methyl-1-oxo-1,3-dihydroisobenzofuran-5-yl)ethyl)-3-(hydroxymethyl)piperazine-1-carboxylate. Starting materials: ClCCn1cc(Br)cn1, CS(C)=O, CCOC(C)=O, COCCN. Yields the product COCCNCCn1cc(Br)cn1. As a reaction SMILES: [Br:6][c:7]1[cH:8][n:9][n:10]([CH2:12][CH2:13][Cl:14])[cH:11]1.[CH3:15][S:16]([CH3:17])=[O:18].[CH3:19][CH2:20][O:21][C:22]([CH3:23])=[O:24].[CH3:1][O:2][CH2:3][CH2:4][NH2:5]>>[CH3:1][O:2][CH2:3][CH2:4][NH:5][CH2:13][CH2:12][n:10]1[n:9][cH:8][c:7]([Br:6])[cH:11]1. Reaction SMILES: [CH:1]([C:4]1([CH3:22])[C:8](=[O:9])[NH:7][C:6]([C:10]2[C:18]3[O:19][CH2:20][O:21][C:17]=3[CH:16]=[CH:15][C:11]=2[C:12](O)=[O:13])=[N:5]1)([CH3:3])[CH3:2].C(OC(=O)C)(=O)C>>[CH:1]([C:4]1([CH3:22])[C:8](=[O:9])[N:7]2[C:12](=[O:13])[C:11]3[CH:15]=[CH:16][C:17]4[O:21][CH2:20][O:19][C:18]=4[C:10]=3[C:6]2=[N:5]1)([CH3:2])[CH3:3]. The reactants are C(C)(C)C1(N=C(NC1=O)C1=C(C(=O)O)C=CC2=C1OCO2)C (2-(4-isopropyl-4-methyl-5-oxo-2-imidazolin-2-yl)-3,4-(methylenedioxy) benzoic acid), C(C)(=O)OC(C)=O (acetic anhydride). Reported procedure: A mixture of 2-(4-isopropyl-4-methyl-5-oxo-2-imidazolin-2-yl)-3,4-(methylenedioxy) benzoic acid (3.40 g, 11.2 mmol) and acetic anhydride (20 mL, 0.211 mol) is stirred overnight at reflux temperature. Concentration in vacuo and recrystallized from ethyl acetate to yield the title product as a white solid, 1.50 g (46.9%), mp 237°-242° C., identified by NMR spectral analysis. The product is C(C)(C)C1(N=C2N(C(C=3C=CC4=C(C23)OCO4)=O)C1=O)C (9-Isopropyl-9-methyl-6H-1,3-dioxolo[4,5-g]imidazo[2,1-α]isoindole-6,8(9H)dione). Run at time 8 hour. The reactants are ClC=1SC(=CC1C1CC(C=2C(=CC=NC2C1)C)=NNC(=N)N)Cl ((±)-7-(2,5-dichlorothiophen-3-yl)-5-guanidinoimino-4-methyl-5,6,7,8-tetrahydroquinoline), N1[C@@H](CCC1=O)C(=O)O (L-pyroglutamic acid). Run in C(C)O (ethanol), C(C)O (ethanol). Reaction conditions: temperature 80 celsius, time 6 hour. Yields the product N1[C@@H](CCC1=O)C(=O)O.ClC=1SC(=CC1C1CC(C=2C(=CC=NC2C1)C)=NNC(=N)N)Cl ((+)-7-(2,5-dichlorothiophen-3-yl)-5-guanidinoimino-4-methyl-5,6,7,8-tetrahydroquinoline L-pyroglutamate). Isolated yield 71.4%. Reaction SMILES: [Cl:1][C:2]1[S:3][C:4]([Cl:23])=[CH:5][C:6]=1[CH:7]1[CH2:16][C:15]2[N:14]=[CH:13][CH:12]=[C:11]([CH3:17])[C:10]=2[C:9](=[N:18][NH:19][C:20]([NH2:22])=[NH:21])[CH2:8]1.[NH:24]1[C:28](=[O:29])[CH2:27][CH2:26][C@H:25]1[C:30]([OH:32])=[O:31]>C(O)C>[NH:24]1[C:28](=[O:29])[CH2:27][CH2:26][C@H:25]1[C:30]([OH:32])=[O:31].[Cl:1][C:2]1[S:3][C:4]([Cl:23])=[CH:5][C:6]=1[CH:7]1[CH2:16][C:15]2[N:14]=[CH:13][CH:12]=[C:11]([CH3:17])[C:10]=2[C:9](=[N:18][NH:19][C:20]([NH2:22])=[NH:21])[CH2:8]1 |f:3.4|. Procedure details: To a solution of (±)-7-(2,5-dichlorothiophen-3-yl)-5-guanidinoimino-4-methyl-5,6,7,8-tetrahydroquinoline (17.4 g) in ethanol (200 ml) was added a solution of L-pyroglutamic acid (4.0 g) in ethanol (20 ml), at 80° C., and the mixture was gradually cooled to the room temperature and stirred at room temperature for 6 hours. The crystals were filtered and washed with ethanol to give (+)-7-(2,5-dichlorothiophen-3-yl)-5-guanidinoimino-4-methyl-5,6,7,8-tetrahydroquinoline L-pyroglutamate (11.0 g). Said... The reactants are C(C1=CC=CC=C1)(=O)NC=1C=C(C=CC1Cl)NC(C1=CN=C(C=C1)CBr)=O (N-(3-benzamido-4-chlorophenyl)-6-(bromomethyl)nicotinamide), N1CCCCC1 (piperidine). Product: C(C1=CC=CC=C1)(=O)NC=1C=C(C=CC1Cl)NC(C1=CN=C(C=C1)CN1CCCCC1)=O (N-(3-benzamido-4-chlorophenyl)-6-(piperidin-1-ylmethyl)nicotinamide). Reaction SMILES: [C:1]([NH:9][C:10]1[CH:11]=[C:12]([NH:17][C:18](=[O:27])[C:19]2[CH:24]=[CH:23][C:22]([CH2:25]Br)=[N:21][CH:20]=2)[CH:13]=[CH:14][C:15]=1[Cl:16])(=[O:8])[C:2]1[CH:7]=[CH:6][CH:5]=[CH:4][CH:3]=1.[NH:28]1[CH2:33][CH2:32][CH2:31][CH2:30][CH2:29]1>>[C:1]([NH:9][C:10]1[CH:11]=[C:12]([NH:17][C:18](=[O:27])[C:19]2[CH:24]=[CH:23][C:22]([CH2:25][N:28]3[CH2:33][CH2:32][CH2:31][CH2:30][CH2:29]3)=[N:21][CH:20]=2)[CH:13]=[CH:14][C:15]=1[Cl:16])(=[O:8])[C:2]1[CH:7]=[CH:6][CH:5]=[CH:4][CH:3]=1. Reported procedure: N-(3-benzamido-4-chlorophenyl)-6-(bromomethyl)nicotinamide (0.11 mmol) was used in general procedure 5 with piperidine (0.12 mmol). The product was purified by RP-HPLC to give N-(3-benzamido-4-chlorophenyl)-6-(piperidin-1-ylmethyl)nicotinamide. MS (Q1) 448.1 (M)+